Dataset: the Open Reaction Database (ORD), a public repository of structured organic reaction records. Task: describe an organic reaction: reactants, conditions, products, and yield The reactants are CO, CN1CCN(c2cc(Cl)cc(CS(=O)(=O)c3ccc(F)cc3)c2[N+](=O)[O-])CC1, Cl, [Na+], [OH-]. The product is CN1CCN(c2cc(Cl)cc(CS(=O)(=O)c3ccc(F)cc3)c2N)CC1. Reaction SMILES: [CH3:32][OH:33].[Cl:1][c:2]1[cH:3][c:4]([CH2:18][S:19](=[O:20])(=[O:21])[c:22]2[cH:23][cH:24][c:25]([F:28])[cH:26][cH:27]2)[c:5]([N+:15]([O-:16])=[O:17])[c:6]([N:8]2[CH2:9][CH2:10][N:11]([CH3:14])[CH2:12][CH2:13]2)[cH:7]1.[ClH:29].[Na+:31].[OH-:30]>>[Cl:1][c:2]1[cH:3][c:4]([CH2:18][S:19](=[O:20])(=[O:21])[c:22]2[cH:23][cH:24][c:25]([F:28])[cH:26][cH:27]2)[c:5]([NH2:15])[c:6]([N:8]2[CH2:9][CH2:10][N:11]([CH3:14])[CH2:12][CH2:13]2)[cH:7]1. The reactants are COC(=O)C1=C(N(C2=CC(=CC=C12)Cl)C)C (6-chloro-1,2-dimethyl-1H-indole-3-carboxylic acid methyl ester), CC=1C=C(C=CC1B1OC(C(O1)(C)C)(C)C)O (3-methyl-4-(4,4,5,5-tetramethyl-[1,3,2]dioxaborolan-2-yl)-phenol), P(=O)([O-])([O-])[O-].[K+].[K+].[K+] (potassium phosphate). Reagents/catalysts: C=1C=CC(=CC1)/C=C/C(=O)/C=C/C2=CC=CC=C2.C=1C=CC(=CC1)/C=C/C(=O)/C=C/C2=CC=CC=C2.C=1C=CC(=CC1)/C=C/C(=O)/C=C/C2=CC=CC=C2.[Pd].[Pd] (tris(dibenzylideneacetone)dipalladium), C1(CCCCC1)P(C1CCCCC1)C1CCCCC1 (tricyclohexylphosphine). Run in O1CCOCC1 (dioxane). Conditions: temperature 100 celsius. Product: COC(=O)C1=C(N(C2=CC(=CC=C12)C1=C(C=C(C=C1)O)C)C)C (6-(4-Hydroxy-2-methyl-phenyl)-1,2-dimethyl-1H-indole-3-carboxylic Acid Methyl Ester). Isolated yield 87.9%. Reaction SMILES: [CH3:1][O:2][C:3]([C:5]1[C:13]2[C:8](=[CH:9][C:10](Cl)=[CH:11][CH:12]=2)[N:7]([CH3:15])[C:6]=1[CH3:16])=[O:4].[CH3:17][C:18]1[CH:19]=[C:20]([OH:33])[CH:21]=[CH:22][C:23]=1B1OC(C)(C)C(C)(C)O1.P([O-])([O-])([O-])=O.[K+].[K+].[K+]>C1C=CC(/C=C/C(/C=C/C2C=CC=CC=2)=O)=CC=1.C1C=CC(/C=C/C(/C=C/C2C=CC=CC=2)=O)=CC=1.C1C=CC(/C=C/C(/C=C/C2C=CC=CC=2)=O)=CC=1.[Pd].[Pd].C1(P(C2CCCCC2)C2CCCCC2)CCCCC1.O1CCOCC1>[CH3:1][O:2][C:3]([C:5]1[C:13]2[C:8](=[CH:9][C:10]([C:23]3[CH:22]=[CH:21][C:20]([OH:33])=[CH:19][C:18]=3[CH3:17])=[CH:11][CH:12]=2)[N:7]([CH3:15])[C:6]=1[CH3:16])=[O:4] |f:2.3.4.5,6.7.8.9.10|. Procedure details: A flask containing a mixture of 6-chloro-1,2-dimethyl-1H-indole-3-carboxylic acid methyl ester (1.60 g, 6.73 mmol), 3-methyl-4-(4,4,5,5-tetramethyl-[1,3,2]dioxaborolan-2-yl)-phenol (3.15 g, 13.5 mmol), aqueous tribasic potassium phosphate (1.27 M, 9.0 mL, 11 mmol), tricyclohexylphosphine (53 mg, 0.19 mmol) and tris(dibenzylideneacetone)dipalladium (0) (73 mg, 0.080 mmol) and dioxane (22 mL) is evacuated and filled with nitrogen several times. The reaction mixture is heated to 100° C. for 18 h. T... Starting materials: C(C)(=O)OCC1=C(N2C([C@H]([C@H]2SC1)NC(=S)N=CN(C)C)=O)C(=O)OC(C1=CC=CC=C1)C1=CC=CC=C1 ((6R-trans)-3-[(acetyloxy)methyl]-7-[[[[(dimethylamino)methylene]amino]thioxomethyl]amino]-8-oxo-5-thia-1-azabicyclo[4.2.0]oct-2-ene-2-carboxylic acid, diphenylmethyl ester), NOS(=O)(=O)O (hydroxylamine-O-sulfonic acid), N1=CC=CC=C1 (pyridine), O1CCOCC1 (dioxane). Run in C(C)O (ethanol), CO (methanol). The product is C(C)(=O)OCC1=C(N2C([C@H]([C@H]2SC1)NC1=NC=NS1)=O)C(=O)OC(C1=CC=CC=C1)C1=CC=CC=C1 ((6R-trans)-3-[(Acetyloxy)methyl]-8-oxo-7-(1,2,4-thiadiazol-5-ylamino)-5-thia-1-azabicyclo[4.2.0]oct-2-ene-2-carboxylic acid, diphenylmethyl ester). As a reaction SMILES: [C:1]([O:4][CH2:5][C:6]1[CH2:13][S:12][C@H:11]2[N:8]([C:9](=[O:22])[C@H:10]2[NH:14][C:15]([N:17]=[CH:18][N:19](C)C)=[S:16])[C:7]=1[C:23]([O:25][CH:26]([C:33]1[CH:38]=[CH:37][CH:36]=[CH:35][CH:34]=1)[C:27]1[CH:32]=[CH:31][CH:30]=[CH:29][CH:28]=1)=[O:24])(=[O:3])[CH3:2].NOS(O)(=O)=O.N1C=CC=CC=1.O1CCOCC1>C(O)C.CO>[C:1]([O:4][CH2:5][C:6]1[CH2:13][S:12][C@H:11]2[N:8]([C:9](=[O:22])[C@H:10]2[NH:14][C:15]2[S:16][N:19]=[CH:18][N:17]=2)[C:7]=1[C:23]([O:25][CH:26]([C:33]1[CH:38]=[CH:37][CH:36]=[CH:35][CH:34]=1)[C:27]1[CH:32]=[CH:31][CH:30]=[CH:29][CH:28]=1)=[O:24])(=[O:3])[CH3:2]. Procedure details: A mixture of 60 mg of (6R-trans)-3-[(acetyloxy)methyl]-7-[[[[(dimethylamino)methylene]amino]thioxomethyl]amino]-8-oxo-5-thia-1-azabicyclo[4.2.0]oct-2-ene-2-carboxylic acid, diphenylmethyl ester, 14 mg of hydroxylamine-O-sulfonic acid and 17.14 mg of pyridine in a mixture of 3 ml of ethanol and 1 ml of methanol was stirred at room temperature. A 0.5 ml portion dioxane was added to enhance solubility. After 1 hour the mixture was concentrated, dichloromethane added to the residue, the solution was... The reactants are CC(C)(C)OC(=O)N1CCC(=O)N(CCCN2CCCCC2)CC1, CO, ClCCl, Cl. Product: O=C1CCNCCN1CCCN1CCCCC1. Reaction SMILES: [C:1]([O:2][C:3](=[O:4])[N:8]1[CH2:9][CH2:10][N:11]([CH2:16][CH2:17][CH2:18][N:19]2[CH2:20][CH2:21][CH2:22][CH2:23][CH2:24]2)[C:12](=[O:15])[CH2:13][CH2:14]1)([CH3:5])([CH3:6])[CH3:7].[CH3:26][OH:27].[Cl:28][CH2:29][Cl:30].[ClH:25]>>[NH:8]1[CH2:9][CH2:10][N:11]([CH2:16][CH2:17][CH2:18][N:19]2[CH2:20][CH2:21][CH2:22][CH2:23][CH2:24]2)[C:12](=[O:15])[CH2:13][CH2:14]1.